Dataset: the Open Reaction Database (ORD), a public repository of structured organic reaction records. Task: describe an organic reaction: reactants, conditions, products, and yield The reactants are C#CCN1CCNCC1, ClC(Cl)Cl, Cc1ccc2c(c1)CC(Cl)c1cc(F)ccc1S2. The product is C#CCN1CCN(C2Cc3cc(C)ccc3Sc3ccc(F)cc32)CC1. As a reaction SMILES: [CH2:19]([C:20]#[CH:21])[N:22]1[CH2:23][CH2:24][NH:25][CH2:26][CH2:27]1.[CH:28]([Cl:29])([Cl:30])[Cl:31].[Cl:1][CH:2]1[CH2:3][c:4]2[c:5]([cH:14][cH:15][c:16]([CH3:18])[cH:17]2)[S:6][c:7]2[c:8]1[cH:9][c:10]([F:13])[cH:11][cH:12]2>>[CH:2]1([N:25]2[CH2:24][CH2:23][N:22]([CH2:19][C:20]#[CH:21])[CH2:27][CH2:26]2)[CH2:3][c:4]2[c:5]([cH:14][cH:15][c:16]([CH3:18])[cH:17]2)[S:6][c:7]2[c:8]1[cH:9][c:10]([F:13])[cH:11][cH:12]2.